The task is: describe an organic reaction: reactants, conditions, products, and yield. This data is from the Open Reaction Database (ORD), a public repository of structured organic reaction records. Reactants: O (Water), C(C)OC1=CC(=C(CN2N=C(C3=C(C=CC=C23)C)C2=NC=C(C(=N2)N)OC)C(=C1)F)F (2-[1-(4-ethoxy-2,6-difluorobenzyl)-4-methyl-1H-indazol-3-yl]-5-methoxypyrimidin-4-amine), Cl.FC1=CC=NC=C1 (4-Fluoropyridin hydrochloride), [H-].[Na+] (sodium hydride). Solvent: C(C)(=O)OCC (ethyl acetate), CN(C=O)C (N,N-dimethylformamide). Reaction conditions: temperature 90 celsius, time 2 hour. Yields the product C(C)OC1=CC(=C(CN2N=C(C3=C(C=CC=C23)C)C2=NC=C(C(=N2)NC2=CC=NC=C2)OC)C(=C1)F)F (2-[1-(4-ethoxy-2,6-difluorobenzyl)-4-methyl-1H-indazol-3-yl]-5-methoxy-N-(pyridin-4-yl)pyrimidin-4-amine). Reaction SMILES: [CH2:1]([O:3][C:4]1[CH:29]=[C:28]([F:30])[C:7]([CH2:8][N:9]2[C:17]3[C:12](=[C:13]([CH3:18])[CH:14]=[CH:15][CH:16]=3)[C:11]([C:19]3[N:24]=[C:23]([NH2:25])[C:22]([O:26][CH3:27])=[CH:21][N:20]=3)=[N:10]2)=[C:6]([F:31])[CH:5]=1)[CH3:2].Cl.F[C:34]1[CH:39]=[CH:38][N:37]=[CH:36][CH:35]=1.[H-].[Na+].O>CN(C)C=O.C(OCC)(=O)C>[CH2:1]([O:3][C:4]1[CH:5]=[C:6]([F:31])[C:7]([CH2:8][N:9]2[C:17]3[C:12](=[C:13]([CH3:18])[CH:14]=[CH:15][CH:16]=3)[C:11]([C:19]3[N:24]=[C:23]([NH:25][C:34]4[CH:39]=[CH:38][N:37]=[CH:36][CH:35]=4)[C:22]([O:26][CH3:27])=[CH:21][N:20]=3)=[N:10]2)=[C:28]([F:30])[CH:29]=1)[CH3:2] |f:1.2,3.4|. Procedure details: 100 mg of 2-[1-(4-ethoxy-2,6-difluorobenzyl)-4-methyl-1H-indazol-3-yl]-5-methoxypyrimidin-4-amine (1-4-6, 0.236 mmol, 1.0 eq.) and 94.2 mg 4-Fluoropyridin hydrochloride (0.705 mmol, 3.0 eq.) were dissolved in 1.1 ml of dry N,N-dimethylformamide. 113 mg sodium hydride (60%, 2.82 mmol, 12 eq.) were added. The reaction mixture was stirred at 90° C. for 2 h. Water and ethyl acetate were added and the aqueous layer was washed with ethyl acetate twice. The combined organic layers were dried over a sil...